From a dataset of the Open Reaction Database (ORD), a public repository of structured organic reaction records. describe an organic reaction: reactants, conditions, products, and yield Reactants: NC=1C=C(C=C(C1N)C)O (3,4-diamino-5-methyl-phenol), COCC(=O)O (methoxy-acetic acid). The product is COCC1=NC2=C(N1)C=C(C=C2C)O (2-(methoxymethyl)-4-methyl-1H-benzo[d]imidazol-6-ol). RXN SMILES: [NH2:1][C:2]1[CH:3]=[C:4]([OH:10])[CH:5]=[C:6]([CH3:9])[C:7]=1[NH2:8].[CH3:11][O:12][CH2:13][C:14](O)=O>>[CH3:11][O:12][CH2:13][C:14]1[NH:1][C:2]2[CH:3]=[C:4]([OH:10])[CH:5]=[C:6]([CH3:9])[C:7]=2[N:8]=1. Procedure: 0.55 g (4.00 mmol) 3,4-diamino-5-methyl-phenol and 1.57 mL (20.00 mmol) methoxy-acetic acid were stirred for 1 h at 120° C. Then the reaction mixture was evaporated down and further reacted as crude product. Reactants: Oc1ccc2c(c1)CCCC(c1ccccc1)=C2c1ccc(OCCCCCSCc2ccccc2)cc1, CCOC(C)=O, CO, [Cl-], [O-][I+3]([O-])([O-])[O-], [Na+], [Na+], O. Yields the product O=S(CCCCCOc1ccc(C2=C(c3ccccc3)CCCc3cc(O)ccc32)cc1)Cc1ccccc1. As a reaction SMILES: [CH2:1]([c:2]1[cH:3][cH:4][cH:5][cH:6][cH:7]1)[S:8][CH2:9][CH2:10][CH2:11][CH2:12][CH2:13][O:14][c:15]1[cH:16][cH:17][c:18]([C:21]2=[C:22]([c:33]3[cH:34][cH:35][cH:36][cH:37][cH:38]3)[CH2:23][CH2:24][CH2:25][c:26]3[c:27]2[cH:28][cH:29][c:30]([OH:32])[cH:31]3)[cH:19][cH:20]1.[CH3:39][CH2:40][O:41][C:42](=[O:43])[CH3:44].[CH3:53][OH:54].[Cl-:52].[I+3:45]([O-:46])([O-:47])([O-:48])[O-:49].[Na+:50].[Na+:51].[OH2:55]>>[CH2:1]([c:2]1[cH:3][cH:4][cH:5][cH:6][cH:7]1)[S:8]([CH2:9][CH2:10][CH2:11][CH2:12][CH2:13][O:14][c:15]1[cH:16][cH:17][c:18]([C:21]2=[C:22]([c:33]3[cH:34][cH:35][cH:36][cH:37][cH:38]3)[CH2:23][CH2:24][CH2:25][c:26]3[c:27]2[cH:28][cH:29][c:30]([OH:32])[cH:31]3)[cH:19][cH:20]1)=[O:41]. Reactants: C(C1=CC=CC=C1)OC(=O)N1CC(CCC1)C(C)O (1-(benzyloxycarbonyl)-3-(1-hydroxyethyl)piperidine), C(C)(C)N(CC)C(C)C (diisopropylethylamine), [N-]=[N+]=[N-].[Na+] (sodium azide), CS(=O)(=O)Cl (methanesulfonyl chloride). The solvent is C(Cl)Cl (methylene chloride), CCOC(=O)C (EtOAc). Reaction conditions: temperature 0 celsius, time 10 minute. Yields the product N(=[N+]=[N-])C(C)C1CN(CCC1)C(=O)OCC1=CC=CC=C1 (3-(1-Azidoethyl)-1-(benzyloxycarbonyl)piperidine). Yield: 79.0%. As a reaction SMILES: [CH2:1]([O:8][C:9]([N:11]1[CH2:16][CH2:15][CH2:14][CH:13]([CH:17](O)[CH3:18])[CH2:12]1)=[O:10])[C:2]1[CH:7]=[CH:6][CH:5]=[CH:4][CH:3]=1.C(N(C(C)C)CC)(C)C.CS(Cl)(=O)=O.[N-:34]=[N+:35]=[N-:36].[Na+]>C(Cl)Cl.CCOC(C)=O>[N:34]([CH:17]([CH:13]1[CH2:14][CH2:15][CH2:16][N:11]([C:9]([O:8][CH2:1][C:2]2[CH:7]=[CH:6][CH:5]=[CH:4][CH:3]=2)=[O:10])[CH2:12]1)[CH3:18])=[N+:35]=[N-:36] |f:3.4|. Procedure: To a solution of 1-(benzyloxycarbonyl)-3-(1-hydroxyethyl)piperidine (510 mg, 1.94 mmol) in methylene chloride (5 mL) at 0° C. was added diisopropylethylamine (507 μL, 2.91 mmol) followed by methanesulfonyl chloride (180 μL, 2.33 mmol). After stirring 10 min at 0° C., the ice bath was removed and the mixture stirred at room temperature for 30 min The reaction mixture was diluted with EtOAc then was washed with saturated aqueous NaHCO3, 1N HCl, saturated aqueous NaHCO3 and brine, respectively. The... Reactants: [Si](C)(C)(C(C)(C)C)O[C@@H](C)[C@@]1([C@H]([C@H]2O[C@]2(C1=O)CO[Si](C1=CC=CC=C1)(C1=CC=CC=C1)C(C)(C)C)NC(OCC1=CC=CC=C1)=O)NC(=O)N(C)C (Benzyl ((1R,2R,3R,5R)-3-((S)-1-((tert-butyldimethylsilyl)oxy)ethyl)-5-(((tert-butyldiphenylsilyl)oxy)methyl)-3-(3,3-dimethylureido)-4-oxo-6-oxabicyclo[3.1.0]hexan-2-yl)carbamate), C[Mg+].[Br-] (MeMgBr). Run in C1CCOC1 (THF). Reaction conditions: temperature 0 celsius. The product is [Si](C)(C)(C(C)(C)C)O[C@@H](C)[C@@]1([C@H]([C@H]2O[C@]2([C@]1(C)O)CO[Si](C1=CC=CC=C1)(C1=CC=CC=C1)C(C)(C)C)NC(OCC1=CC=CC=C1)=O)NC(=O)N(C)C (Benzyl ((1R,2R,3R,4R,5R)-3-((S)-1-((tert-butyldimethylsilyl)oxy)ethyl)-5-(((tert-butyldiphenylsilyl)oxy)methyl)-3-(3,3-dimethylureido)-4-hydroxy-4-methyl-6-oxabicyclo [3.1.0]hexan-2-yl)carbamate). As a reaction SMILES: [Si:1]([O:8][C@H:9]([C@@:11]1([NH:48][C:49]([N:51]([CH3:53])[CH3:52])=[O:50])[C:16](=[O:17])[C@@:15]2([CH2:18][O:19][Si:20]([C:33]([CH3:36])([CH3:35])[CH3:34])([C:27]3[CH:32]=[CH:31][CH:30]=[CH:29][CH:28]=3)[C:21]3[CH:26]=[CH:25][CH:24]=[CH:23][CH:22]=3)[C@H:13]([O:14]2)[C@@H:12]1[NH:37][C:38](=[O:47])[O:39][CH2:40][C:41]1[CH:46]=[CH:45][CH:44]=[CH:43][CH:42]=1)[CH3:10])([C:4]([CH3:7])([CH3:6])[CH3:5])([CH3:3])[CH3:2].[CH3:54][Mg+].[Br-]>C1COCC1>[Si:1]([O:8][C@H:9]([C@@:11]1([NH:48][C:49]([N:51]([CH3:53])[CH3:52])=[O:50])[C@:16]([OH:17])([CH3:54])[C@@:15]2([CH2:18][O:19][Si:20]([C:33]([CH3:35])([CH3:34])[CH3:36])([C:27]3[CH:28]=[CH:29][CH:30]=[CH:31][CH:32]=3)[C:21]3[CH:26]=[CH:25][CH:24]=[CH:23][CH:22]=3)[C@H:13]([O:14]2)[C@@H:12]1[NH:37][C:38](=[O:47])[O:39][CH2:40][C:41]1[CH:42]=[CH:43][CH:44]=[CH:45][CH:46]=1)[CH3:10])([C:4]([CH3:5])([CH3:6])[CH3:7])([CH3:3])[CH3:2] |f:1.2|. Procedure: A flame-dried 25-mL round-bottomed flask was charged with ketone 12 (1.7 g, 2.3 mmol, 1.0 equiv) and THF (23 mL). The solution was cooled to 0° C. and MeMgBr (3M in THF, 7.6 mL, 22.9 mmol, 10.0 equiv) was added dropwise. The reaction was stirred at 0° C. until TLC analysis indicated complete ketone consumption, typically 2 h. Saturated NH4Cl(aq.) (20 mL) was carefully added dropwise and the resulting mixture was extracted with EtOAc (3×15 mL). The combined organic extracts were washed with brine... The reactants are OC=1C=C(C=CC=NNC(=S)N)C=CC1 (3-hydroxycinnamaldehyde Thiosemicarbazone), BrCC(=O)C1=CC=C(C=C1)Cl (2-bromo-4′-chloroacetophenone). The product is ClC1=CC=C(C=C1)C=1N=C(SC1)NN=C/C=C/C=1C=C(C=CC1)O (3-((E)-3-{[4-(4-chlorophenyl)-thiazol-2-yl]-hydrazono}-propenyl)-phenol). The yield is 39.0%. RXN SMILES: [OH:1][C:2]1[CH:3]=[C:4]([CH:13]=[CH:14][CH:15]=1)[CH:5]=[CH:6][CH:7]=[N:8][NH:9][C:10]([NH2:12])=[S:11].Br[CH2:17][C:18]([C:20]1[CH:25]=[CH:24][C:23]([Cl:26])=[CH:22][CH:21]=1)=O>>[Cl:26][C:23]1[CH:24]=[CH:25][C:20]([C:18]2[N:12]=[C:10]([NH:9][N:8]=[CH:7]/[CH:6]=[CH:5]/[C:4]3[CH:3]=[C:2]([OH:1])[CH:15]=[CH:14][CH:13]=3)[S:11][CH:17]=2)=[CH:21][CH:22]=1. Reported procedure: The compound is prepared according to the method described in example 1B from 3-hydroxycinnamaldehyde thiosemicarbazone (0.5 mmoles) prepared in step 15A and from 2-bromo-4′-chloroacetophenone (0.5 mmoles). Yield 39%. Reactants: NC=1C=C(C=CC1)B(O)O (3-amino benzene boronic acid), CC1=NOC(=C1)NS(=O)(=O)C=1SC(=CC1)Br (N-(3-methyl-5-isoxazolyl)-5-bromothiophene-2-sulfonamide). Yields the product CC1=NOC(=C1)NS(=O)(=O)C=1SC(=CC1)C1=CC(=CC=C1)N (N-(3-methyl-5-isoxazolyl)-5-(3-aminophenyl)thiophene-2-sulfonamide), product. Isolated yield 56.0%. RXN SMILES: [NH2:1][C:2]1[CH:3]=[C:4](B(O)O)[CH:5]=[CH:6][CH:7]=1.[CH3:11][C:12]1[CH:16]=[C:15]([NH:17][S:18]([C:21]2[S:22][C:23](Br)=[CH:24][CH:25]=2)(=[O:20])=[O:19])[O:14][N:13]=1>>[CH3:11][C:12]1[CH:16]=[C:15]([NH:17][S:18]([C:21]2[S:22][C:23]([C:4]3[CH:5]=[CH:6][CH:7]=[C:2]([NH2:1])[CH:3]=3)=[CH:24][CH:25]=2)(=[O:20])=[O:19])[O:14][N:13]=1. Procedure: N-(3-methyl-5-isoxazolyl)-5-(3-aminophenyl)thiophene-2-sulfonamide was prepared in the same manner as described in Example 32C from 3-amino benzene boronic acid (256 mg, 1.87 mmol) and N-(3-methyl-5-isoxazolyl)-5-bromothiophene-2-sulfonamide (55 mg, 1.7 mmol). Purification by column chromatography using 15% MeOH/CHCl3 gave 318 mg (56%) of the product. The reactants are BrBr (bromine), ClC1=CC(=CS1)C(=O)CCC(=O)O (3-(5-chloro-3-thenoyl)propionic acid), C(C)(=S)[O-].[Na+] (sodium thioacetate), N1[C@H](C(=O)O)CCC1 (L-proline), C(=O)(N1C=NC=C1)N1C=NC=C1 (1,1'-carbonyldiimidazole). The solvent is C(C)(=O)O (acetic acid), C(C)#N (acetonitrile). The product is C(C)(=O)SC(CC(=O)N1[C@H](C(=O)O)CCC1)C(C1=CSC(=C1)Cl)=O (1-[3-Acetylthio-3-(5-chloro-3-thenoyl)propionyl]-L-proline). RXN SMILES: [Cl:1][C:2]1[S:6][CH:5]=[C:4]([C:7]([CH2:9][CH2:10][C:11]([OH:13])=O)=[O:8])[CH:3]=1.[NH:14]1[CH2:21][CH2:20][CH2:19][C@H:15]1[C:16]([OH:18])=[O:17].C(N1C=CN=C1)(N1C=CN=C1)=O.BrBr.[C:36]([O-:39])(=[S:38])[CH3:37].[Na+]>C(O)(=O)C.C(#N)C>[C:36]([S:38][CH:9]([C:7](=[O:8])[C:4]1[CH:3]=[C:2]([Cl:1])[S:6][CH:5]=1)[CH2:10][C:11]([N:14]1[CH2:21][CH2:20][CH2:19][C@H:15]1[C:16]([OH:18])=[O:17])=[O:13])(=[O:39])[CH3:37] |f:4.5|. Procedure: As for Example 8, 3-(5-chloro-3-thenoyl)propionic acid is coupled to L-proline with 1,1'-carbonyldiimidazole. The coupled product is reacted with bromine in acetic acid and the brominated derivative is reacted with sodium thioacetate in acetonitrile to give the product of the Example as a glass.